Dataset: the Open Reaction Database (ORD), a public repository of structured organic reaction records. Task: describe an organic reaction: reactants, conditions, products, and yield Reactants: CN1C=2N(C=3C(C1=O)=C(NN3)NC3=CC=CC=C3)[C@@H]3[C@H](N2)CCC3 ((6aR,9aS)-5,6a,7,8,9,9a-hexahydro-5-methyl-3-(phenylamino)-cyclopent[4,5]imidazo[1,2-a]pyrazolo[4,3-e]pyrimidin-4(2H)-one), ICC1CCOCC1 (4-(iodomethyl)-tetrahydro-2H-pyran), C(=O)([O-])[O-].[Cs+].[Cs+] (Cs2CO3). Solvent: CN(C)C=O (DMF). Reaction conditions: temperature 140 celsius. Product: CN1C=2N(C3=C(C1=O)C(NN3CC3CCOCC3)NC3=CC=CC=C3)[C@@H]3[C@H](N2)CCC3 ((6aR,9aS)-5,6a,7,8,9,9a-hexahydro-5-methyl-3-(phenylamino)-1-((tetrahydro-2H-pyran-4-yl)methyl)-cyclopent[4,5]imidazo[1,2-a]pyrazolo[4,3-e]pyrimidin-4(2H)-one). Reaction SMILES: [CH3:1][N:2]1[C:7](=[O:8])[C:6]2=[C:9]([NH:12][C:13]3[CH:18]=[CH:17][CH:16]=[CH:15][CH:14]=3)[NH:10][N:11]=[C:5]2[N:4]2[C@H:19]3[CH2:24][CH2:23][CH2:22][C@H:20]3[N:21]=[C:3]12.I[CH2:26][CH:27]1[CH2:32][CH2:31][O:30][CH2:29][CH2:28]1.C([O-])([O-])=O.[Cs+].[Cs+]>CN(C=O)C>[CH3:1][N:2]1[C:7](=[O:8])[C:6]2[CH:9]([NH:12][C:13]3[CH:18]=[CH:17][CH:16]=[CH:15][CH:14]=3)[NH:10][N:11]([CH2:26][CH:27]3[CH2:32][CH2:31][O:30][CH2:29][CH2:28]3)[C:5]=2[N:4]2[C@H:19]3[CH2:24][CH2:23][CH2:22][C@H:20]3[N:21]=[C:3]12 |f:2.3.4|. Procedure: A mixture of (6aR,9aS)-5,6a,7,8,9,9a-hexahydro-5-methyl-3-(phenylamino)-cyclopent[4,5]imidazo[1,2-a]pyrazolo[4,3-e]pyrimidin-4(2H)-one (50 mg, 0.155 mmol), 4-(iodomethyl)-tetrahydro-2H-pyran (70 mg, 0.310 mmol), and Cs2CO3 (101 mg, 0.310 mmol) in DMF (1 mL) is heated in microwave at 140° C. for 30 min. After cooling, the mixture is filtered through a 0.45 μm microfilter, and the filtrate is purified by a semi-preparative HPLC to give pure product as white powder. MS (ESI) m/z 421.2 [M+H]+. Starting materials: ClC=1C=C(C=CC1S(=O)(=O)C)\C(\C(=O)O)=N/OC1CCCCC1 ((E)-(3-Chloro-4-methanesulfonyl-phenyl)-cyclohexyloxyimino-acetic acid), O-(7-Azabenzotriazole-1-yl)-N,N,N′N′-tetramethyluronium hexafluorophosphate, NC=1SC2=C(N1)C=CC=C2 (2-aminobenzothiazole), C(C)(C)N(C(C)C)CC (N,N-diisopropylethylamine). The solvent is C(C)#N (acetonitrile). Conditions: time 2 hour. Yields the product S1C(=NC2=C1C=CC=C2)NC(/C(=N/OC2CCCCC2)/C2=CC(=C(C=C2)S(=O)(=O)C)Cl)=O ((E)-N-benzothiazol-2-yl-2-(3-chloro-4-methanesulfonyl-phenyl)-2-cyclohexyloxyimino-acetamide). The yield is 56.4%. RXN SMILES: [Cl:1][C:2]1[CH:3]=[C:4](/[C:12](=[N:16]\[O:17][CH:18]2[CH2:23][CH2:22][CH2:21][CH2:20][CH2:19]2)/[C:13](O)=[O:14])[CH:5]=[CH:6][C:7]=1[S:8]([CH3:11])(=[O:10])=[O:9].[NH2:24][C:25]1[S:26][C:27]2[CH:33]=[CH:32][CH:31]=[CH:30][C:28]=2[N:29]=1.C(N(CC)C(C)C)(C)C>C(#N)C>[S:26]1[C:27]2[CH:33]=[CH:32][CH:31]=[CH:30][C:28]=2[N:29]=[C:25]1[NH:24][C:13](=[O:14])/[C:12](/[C:4]1[CH:5]=[CH:6][C:7]([S:8]([CH3:11])(=[O:10])=[O:9])=[C:2]([Cl:1])[CH:3]=1)=[N:16]/[O:17][CH:18]1[CH2:19][CH2:20][CH2:21][CH2:22][CH2:23]1. Reported procedure: (E)-(3-Chloro-4-methanesulfonyl-phenyl)-cyclohexyloxyimino-acetic acid (prepared as in Example 9, 112 mg, 0.31 mmol), 2-aminobenzothiazole (47 mg, 0.31 mmol) and N,N-diisopropylethylamine (163 μL, 0.93 mmol) were combined in acetonitrile (1.25 mL) and cooled in an ice bath. O-(7-Azabenzotriazole-1-yl)-N,N,N′N′-tetramethyluronium hexafluorophosphate (118 mg, 0.31 mmol) was added and the ice bath was removed. After stirring 2 h, the reaction mixture was evaporated in vacuo. The residue was treated... Reactants: CN1CCN(c2ccc(Nc3ncc4cc(Br)cn4n3)cc2)CC1, CC(=O)[O-], CC(=O)[O-], C1COCCO1, CC1(C)OB(c2ccccc2OCC#N)OC1(C)C, CN(C)C=O, CCOCC, [Na+], [Na+], O=C([O-])[O-], O, [Pd+2], c1ccc(P(c2ccccc2)c2ccccc2)cc1. Yields the product CN1CCN(c2ccc(Nc3ncc4cc(-c5ccccc5OCC#N)cn4n3)cc2)CC1. Reaction SMILES: [Br:26][c:27]1[cH:28][c:29]2[cH:30][n:31][c:32]([NH:36][c:37]3[cH:38][cH:39][c:40]([N:43]4[CH2:44][CH2:45][N:46]([CH3:49])[CH2:47][CH2:48]4)[cH:41][cH:42]3)[n:33][n:34]2[cH:35]1.[C:81]([O-:82])(=[O:83])[CH3:84].[C:86]([O-:87])(=[O:88])[CH3:89].[CH2:20]1[O:21][CH2:22][CH2:23][O:24][CH2:25]1.[CH3:50][C:51]1([CH3:52])[C:53]([CH3:54])([CH3:55])[O:56][B:57]([c:58]2[c:59]([O:60][CH2:61][C:62]#[N:63])[cH:64][cH:65][cH:66][cH:67]2)[O:68]1.[CH3:69][N:70]([CH3:71])[CH:72]=[O:73].[CH3:90][CH2:91][O:92][CH2:93][CH3:94].[Na+:74].[Na+:75].[O-:76][C:77](=[O:78])[O-:79].[OH2:80].[Pd+2:85].[c:1]1([P:2]([c:3]2[cH:4][cH:5][cH:6][cH:7][cH:8]2)[c:9]2[cH:10][cH:11][cH:12][cH:13][cH:14]2)[cH:15][cH:16][cH:17][cH:18][cH:19]1>>[c:27]1(-[c:58]2[c:59]([O:60][CH2:61][C:62]#[N:63])[cH:64][cH:65][cH:66][cH:67]2)[cH:28][c:29]2[cH:30][n:31][c:32]([NH:36][c:37]3[cH:38][cH:39][c:40]([N:43]4[CH2:44][CH2:45][N:46]([CH3:49])[CH2:47][CH2:48]4)[cH:41][cH:42]3)[n:33][n:34]2[cH:35]1. The reactants are CC1=C(NC2=CC=CC=C12)C=O (3-methyl-2-indolecarbaldehyde), C(C)(=O)[O-].[NH4+] (ammonium acetate), [N+](=O)([O-])CC (nitroethane). Solvent: CO (methanol). The product is CC1=C(NC2=CC=CC=C12)C=C(C)[N+](=O)[O-] (3-methyl-2-[2-nitro-1-propenyl)indole). As a reaction SMILES: [CH3:1][C:2]1[C:10]2[C:5](=[CH:6][CH:7]=[CH:8][CH:9]=2)[NH:4][C:3]=1[CH:11]=O.C([O-])(=O)C.[NH4+].[N+:18]([CH2:21][CH3:22])([O-:20])=[O:19]>CO>[CH3:1][C:2]1[C:10]2[C:5](=[CH:6][CH:7]=[CH:8][CH:9]=2)[NH:4][C:3]=1[CH:11]=[C:21]([N+:18]([O-:20])=[O:19])[CH3:22] |f:1.2|. Procedure details: A mixture of 3-methyl-2-indolecarbaldehyde (7.0 g), ammonium acetate (1.4 g) and nitroethane (10.5 ml) in methanol [35 ml) was refluxed for an hour. After the solvent was removed, the residue was dissolved in ethyl acetate, washed with water and brine, dried over anhydrous magnesium sulfate and evaporated in vacuo. The residue was pulverized with isopropyl ether to give 3-methyl-2-[2-nitro-1-propenyl)indole (4.29 g). Reactants: COC=1C=C(C=CC1)CCCC#C (5-(m-methoxyphenyl)-1-pentyne), O (water), C=O (formalin), C(C)NCC (diethylamine), cuprous chloride. Solvent: O1CCOCC1 (dioxan), C(C)(=O)O (acetic acid). The product is C(C)N(CC#CCCCC1=CC(=CC=C1)OC)CC (1-diethylamino-6-(m-methoxyphenyl)-2-hexyne). Reaction SMILES: [CH3:1][O:2][C:3]1[CH:4]=[C:5]([CH2:9][CH2:10][CH2:11][C:12]#[CH:13])[CH:6]=[CH:7][CH:8]=1.O.[CH2:15]=O.[CH2:17]([NH:19][CH2:20][CH3:21])[CH3:18]>O1CCOCC1.C(O)(=O)C>[CH2:17]([N:19]([CH2:20][CH3:21])[CH2:15][C:13]#[C:12][CH2:11][CH2:10][CH2:9][C:5]1[CH:6]=[CH:7][CH:8]=[C:3]([O:2][CH3:1])[CH:4]=1)[CH3:18]. Reported procedure: Referring now to FIG. 1, wherein the compounds are assigned Roman numerals for identification schematically, the sequence of reactions involved in the synthesis of a specific embodiment, namely, 13β,17α-diethyl-17β-hydroxygon-4-en-3-one, is illustrated. 3-(m-Methoxyphenyl)propanol (I) is heated with phosphorus tribromide in benzene after dropwise addition in the cold to form 3-(m-methoxyphenyl)propyl bromide (II). This halogen compound (II) dissolved in tetrahydrofuran is condensed with sodium a... The reactants are O=C([O-])O, CO, Cl, Cc1nsc(NC(=O)c2cc(Oc3ccc(C(=O)N4CCC4)cc3)cc(OC(C)CO[Si](C)(C)C(C)(C)C)c2)n1, [Na+]. Yields the product Cc1nsc(NC(=O)c2cc(Oc3ccc(C(=O)N4CCC4)cc3)cc(OC(C)CO)c2)n1. As a reaction SMILES: [C:42](=[O:43])([OH:44])[O-:45].[CH3:47][OH:48].[ClH:1].[N:2]1([C:6](=[O:7])[c:8]2[cH:9][cH:10][c:11]([O:12][c:13]3[cH:14][c:15]([C:16](=[O:17])[NH:18][c:19]4[n:20][c:21]([CH3:24])[n:22][s:23]4)[cH:25][c:26]([O:28][CH:29]([CH2:30][O:31][Si:32]([C:33]([CH3:34])([CH3:35])[CH3:36])([CH3:37])[CH3:38])[CH3:39])[cH:27]3)[cH:40][cH:41]2)[CH2:3][CH2:4][CH2:5]1.[Na+:46]>>[N:2]1([C:6](=[O:7])[c:8]2[cH:9][cH:10][c:11]([O:12][c:13]3[cH:14][c:15]([C:16](=[O:17])[NH:18][c:19]4[n:20][c:21]([CH3:24])[n:22][s:23]4)[cH:25][c:26]([O:28][CH:29]([CH2:30][OH:31])[CH3:39])[cH:27]3)[cH:40][cH:41]2)[CH2:3][CH2:4][CH2:5]1.